Dataset: the Open Reaction Database (ORD), a public repository of structured organic reaction records. Task: describe an organic reaction: reactants, conditions, products, and yield Reactants: FC=1C=C(C=CC1F)C (3,4 difluorotoluene), BrBr (bromine), C([O-])([O-])=O.[Ca+2] (calcium carbonate), BrBr (bromine), BrBr (bromine). Solvent: O (H2O). Conditions: time 5 minute. Yields the product FC=1C=C(C=O)C=CC1F (3,4-difluorobenzaldehyde). Reaction SMILES: [F:1][C:2]1[CH:3]=[C:4]([CH3:9])[CH:5]=[CH:6][C:7]=1[F:8].BrBr.C(=O)([O-])[O-:13].[Ca+2]>O>[F:1][C:2]1[CH:3]=[C:4]([CH:5]=[CH:6][C:7]=1[F:8])[CH:9]=[O:13] |f:2.3|. Reported procedure: In a 250 ml. three-necked flask equipped with a magnetic stirrer, thermometer, condenser, and dropping funnel is placed 25.6 g (0.2 mole) of 3,4 difluorotoluene. The liquid is heated to 105° and illuminated as 67 g. (0.42 mole) of bromine is added slowly. The temperature is kept between 105°-110° while the first half of the bromine is added over a period of one hour. The rest of the bromine is added over approximately a 2 hour period and the temperature is raised to 150° and kept there for 5 min... Reactants: C(C)(C)OC(=O)N1CCC(CC1)OC1=NC=NC(=C1C)Cl (4-(6-chloro-5-methyl-pyrimidin-4-yloxy)-piperidine-1-carboxylic acid isopropyl ester), CC(C)([O-])C.[Na+] (sodium tert-butoxide), IC1=CC(=C(N)C=C1)F (4-iodo-2-fluoro aniline). Reagents/catalysts: C(C)(=O)[O-].[Pd+2].C(C)(=O)[O-] (palladium acetate), C1(=CC(=CC=C1)P(C(C)(C)C)C(C)(C)C)C1=CC=CC=C1 (biphenyl-3-yl-di-tert-butyl-phosphane). Run in O1CCOCC1 (dioxane). Conditions: temperature 120 celsius. The product is C(C)(C)OC(=O)N1CCC(CC1)OC1=NC=NC(=C1C)NC1=C(C=C(C=C1)I)F (4-[6-(2-Fluoro-4-iodo-phenylamino)-5-methyl-pyrimidin-4-yloxy]-piperidine-1-carboxylic acid isopropyl ester). Isolated yield 47.1%. As a reaction SMILES: [CH:1]([O:4][C:5]([N:7]1[CH2:12][CH2:11][CH:10]([O:13][C:14]2[C:19]([CH3:20])=[C:18](Cl)[N:17]=[CH:16][N:15]=2)[CH2:9][CH2:8]1)=[O:6])([CH3:3])[CH3:2].CC(C)([O-])C.[Na+].[I:28][C:29]1[CH:35]=[CH:34][C:32]([NH2:33])=[C:31]([F:36])[CH:30]=1>O1CCOCC1.C([O-])(=O)C.[Pd+2].C([O-])(=O)C.C1(C2C=CC=CC=2)C=CC=C(P(C(C)(C)C)C(C)(C)C)C=1>[CH:1]([O:4][C:5]([N:7]1[CH2:12][CH2:11][CH:10]([O:13][C:14]2[C:19]([CH3:20])=[C:18]([NH:33][C:32]3[CH:34]=[CH:35][C:29]([I:28])=[CH:30][C:31]=3[F:36])[N:17]=[CH:16][N:15]=2)[CH2:9][CH2:8]1)=[O:6])([CH3:3])[CH3:2] |f:1.2,5.6.7|. Procedure details: A mixture of 4-(6-chloro-5-methyl-pyrimidin-4-yloxy)-piperidine-1-carboxylic acid isopropyl ester (2.58 g, 8.22 mmol), palladium acetate (185 mg, 0.82 mmol), biphenyl-3-yl-di-tert-butyl-phosphane (25 mg, 0.08 mmol), sodium tert-butoxide (2.4 g, 21.2 mmol), and 4-iodo-2-fluoro aniline (2.0 g, 8.4 mmol) in 15 mL dioxane was heated in microwave for 1 hour at 120° C. Solids were filtered off and mixture was purified by column chromatography and precipitating out of hexane/AcOEt to give compound A77 ... The reactants are C(C)N(C(C)N1C(C(NCC1)=O)C1=CC=CC=C1)CC (1-diethylamino ethyl-3-keto-2-phenyl piperazine), ClC1=CC=C(CN2C(C(N(CC2)CCN(CC)CC)C2=CC=CC=C2)=O)C=C1 (1-(4'-Chloro benzyl)-2-keto-3-phenyl-4-diethylamino ethyl piperazine), ClC1=CC=C(CN2C(C(N(CC2)CCN(CC)CC)C2=CC=CC=C2)=O)C=C1 (1-(4'-Chloro benzyl)-2-keto-3-phenyl-4-diethylamino ethyl piperazine), Example 8 ( a ). Yields the product ClC1=CC=C(CN2CC(N(CC2)CCN(CC)CC)C2=CC=CC=C2)C=C1 (1-(4'-Chloro benzyl)-3-phenyl-4-diethylamino ethyl piperazine), oil. As a reaction SMILES: [Cl:1][C:2]1[CH:28]=[CH:27][C:5]([CH2:6][N:7]2[CH2:12][CH2:11][N:10]([CH2:13][CH2:14][N:15]([CH2:18][CH3:19])[CH2:16][CH3:17])[CH:9]([C:20]3[CH:25]=[CH:24][CH:23]=[CH:22][CH:21]=3)[C:8]2=O)=[CH:4][CH:3]=1.C(N(CC)C(N1CCNC(=O)C1C1C=CC=CC=1)C)C>>[Cl:1][C:2]1[CH:3]=[CH:4][C:5]([CH2:6][N:7]2[CH2:12][CH2:11][N:10]([CH2:13][CH2:14][N:15]([CH2:18][CH3:19])[CH2:16][CH3:17])[CH:9]([C:20]3[CH:21]=[CH:22][CH:23]=[CH:24][CH:25]=3)[CH2:8]2)=[CH:27][CH:28]=1. Reported procedure: 1-(4'-Chloro benzyl)-2-keto-3-phenyl-4-diethylamino ethyl piperazine prepared according to Example 10, is reduced by following the procedure described hereinabove in Example 8 (a) whereby, in place of 1-diethylamino ethyl-3-keto-2-phenyl piperazine, the equimolecular amount of said 1-(4'-Chloro benzyl)-2-keto-3-phenyl-4-diethylamino ethyl piperazine is used. The resulting 3-phenyl piperazine compound is obtained in the form of a light yellow oil boiling at 180° C./0.01 mm. Hg. Reaction conditions: time 30 minute. The product is C(#C)C1CN(CCC1)C(=O)OC(C)(C)C (tert-Butyl 3-ethynylpiperidine-1-carboxylate). Reaction SMILES: [CH:1]([CH:3]1[CH2:8][CH2:7][CH2:6][N:5]([C:9]([O:11][C:12]([CH3:15])([CH3:14])[CH3:13])=[O:10])[CH2:4]1)=O.[C:16](=O)([O-])[O-].[K+].[K+].[N+](=C(P(=O)(OC)OC)C(=O)C)=[N-]>CO>[C:1]([CH:3]1[CH2:8][CH2:7][CH2:6][N:5]([C:9]([O:11][C:12]([CH3:15])([CH3:14])[CH3:13])=[O:10])[CH2:4]1)#[CH:16] |f:1.2.3|. Procedure: To solution of Example 1C (2 g, 9.38 mmol) in methanol (20 mL) was added potassium carbonate (3.89 g, 28.1 mmol) and the mixture was stirred for 30 minutes. Dimethyl 1-diazo-2-oxopropylphosphonate (3.60 g, 18.76 mmol) was added and the mixture was stirred for 12 hours. The mixture was filtered through diatomaceous earth and concentrated to afford crude material which was purified by column chromatography (silica gel, 15% ethyl acetate in hexane) to afford the title compound. 1H NMR (300 MHz, CDC... The solvent is CO (methanol). Starting materials: C(=O)C1CN(CCC1)C(=O)OC(C)(C)C (tert-Butyl 3-formylpiperidine-1-carboxylate), C([O-])([O-])=O.[K+].[K+] (potassium carbonate), [N+](=[N-])=C(C(C)=O)P(OC)(OC)=O (Dimethyl 1-diazo-2-oxopropylphosphonate). Starting materials: C1(=CC=CC=C1)C (toluene), NC1=C(C(=O)OC)C=CC(=C1)Br (methyl 2-amino-4-bromobenzoate), FC1=CC=C(C=C1)I (1-fluoro-4-iodobenzene), C([O-])([O-])=O.[Cs+].[Cs+] (cesium carbonate). Reagents/catalysts: C(C)(=O)[O-].[Pd+2].C(C)(=O)[O-] (palladium acetate), C1(=CC=CC=C1)P(C1=C(C2=CC=CC=C2C=C1)C1=C(C=CC2=CC=CC=C12)P(C1=CC=CC=C1)C1=CC=CC=C1)C1=CC=CC=C1 (rac-2,2′-bis(diphenylphosphino)-1,1′-binaphthyl), C(C)(=O)[O-].[Pd+2].C(C)(=O)[O-] (palladium acetate), C1(=CC=CC=C1)P(C1=C(C2=CC=CC=C2C=C1)C1=C(C=CC2=CC=CC=C12)P(C1=CC=CC=C1)C1=CC=CC=C1)C1=CC=CC=C1 (rac-2,2′-bis(diphenylphosphino)-1,1′-binaphthyl). The solvent is O (water). Product: BrC1=CC(=C(C(=O)OC)C=C1)NC1=CC=C(C=C1)F (methyl 4-bromo-2-(4-fluoroanilino)benzoate). Reaction SMILES: C1(C)C=CC=CC=1.[NH2:8][C:9]1[CH:18]=[C:17]([Br:19])[CH:16]=[CH:15][C:10]=1[C:11]([O:13][CH3:14])=[O:12].[F:20][C:21]1[CH:26]=[CH:25][C:24](I)=[CH:23][CH:22]=1.C(=O)([O-])[O-].[Cs+].[Cs+]>C([O-])(=O)C.[Pd+2].C([O-])(=O)C.C1(P(C2C=CC=CC=2)C2C=CC3C(=CC=CC=3)C=2C2C3C(=CC=CC=3)C=CC=2P(C2C=CC=CC=2)C2C=CC=CC=2)C=CC=CC=1.O>[Br:19][C:17]1[CH:16]=[CH:15][C:10]([C:11]([O:13][CH3:14])=[O:12])=[C:9]([NH:8][C:24]2[CH:25]=[CH:26][C:21]([F:20])=[CH:22][CH:23]=2)[CH:18]=1 |f:3.4.5,6.7.8|. Reported procedure: To toluene 12 mL solution of methyl 2-amino-4-bromobenzoate 1.2 g were added 1-fluoro-4-iodobenzene 1.5 mL, cesium carbonate 3.4 g, palladium acetate 12 mg and rac-2,2′-bis(diphenylphosphino)-1,1′-binaphthyl 32 mg at room temperature, and it was heated and refluxed under nitrogen atmosphere for 12 hours. After the reaction mixture was cooled to room temperature, palladium acetate 12 mg and rac-2,2′-bis(diphenylphosphino)-1,1′-binaphthyl 32 mg were added to it, and it was heated and refluxed unde...